This data is from the Open Reaction Database (ORD), a public repository of structured organic reaction records. The task is: describe an organic reaction: reactants, conditions, products, and yield Starting materials: [Li+].[OH-] (LiOH), O=C1NC2=C(C=NC=3C=CC=CC23)N1C1CCN(CC1)C(=O)O[C@H](CC1=CC(=C(C(=C1)C)OCC1=CC=CC=C1)C)C(=O)OC ((R)-2-(4-benzyloxy-3,5-dimethyl-phenyl)-1-methoxycarbonyl-ethyl 4-(2-oxo-1,2-dihydro-imidazo[4,5-c]quinolin-3-yl)-piperidine-1-carboxylate). Solvent: O (water), C1CCOC1 (THF). Run at time 2 hour. Yields the product O=C1NC2=C(C=NC=3C=CC=CC23)N1C1CCN(CC1)C(=O)O[C@H](CC1=CC(=C(C(=C1)C)OCC1=CC=CC=C1)C)C(=O)O ((R)-1-carboxy-2-(4-benzyloxy-3,5-dimethyl-phenyl)-ethyl 4-(2-oxo-1,2-dihydro-imidazo[4,5-c]quinolin-3-yl)-piperidine-1-carboxylate). RXN SMILES: [Li+].[OH-].[O:3]=[C:4]1[N:16]([CH:17]2[CH2:22][CH2:21][N:20]([C:23]([O:25][C@@H:26]([C:44]([O:46]C)=[O:45])[CH2:27][C:28]3[CH:33]=[C:32]([CH3:34])[C:31]([O:35][CH2:36][C:37]4[CH:42]=[CH:41][CH:40]=[CH:39][CH:38]=4)=[C:30]([CH3:43])[CH:29]=3)=[O:24])[CH2:19][CH2:18]2)[C:7]2[CH:8]=[N:9][C:10]3[CH:11]=[CH:12][CH:13]=[CH:14][C:15]=3[C:6]=2[NH:5]1>O.C1COCC1>[O:3]=[C:4]1[N:16]([CH:17]2[CH2:18][CH2:19][N:20]([C:23]([O:25][C@@H:26]([C:44]([OH:46])=[O:45])[CH2:27][C:28]3[CH:33]=[C:32]([CH3:34])[C:31]([O:35][CH2:36][C:37]4[CH:38]=[CH:39][CH:40]=[CH:41][CH:42]=4)=[C:30]([CH3:43])[CH:29]=3)=[O:24])[CH2:21][CH2:22]2)[C:7]2[CH:8]=[N:9][C:10]3[CH:11]=[CH:12][CH:13]=[CH:14][C:15]=3[C:6]=2[NH:5]1 |f:0.1|. Reported procedure: A solution of 250 mg (10.42 mmol) LiOH in 10 mL water was added to a solution of 2.50 g (4.11 mmol) (R)-2-(4-benzyloxy-3,5-dimethyl-phenyl)-1-methoxycarbonyl-ethyl 4-(2-oxo-1,2-dihydro-imidazo[4,5-c]quinolin-3-yl)-piperidine-1-carboxylate in 20 mL THF and the reaction mixture was stirred for 2 h at RT. The organic solvent was removed i.vac., the aqueous residue was acidified with 2 M HCL and combined with EtOAc/DCM (2:1). The precipitate formed was filtered off and dried. Reactants: BrC=1C=C(C=CC1)C[C@@H](C(=O)N(C)C1=CC=C(C=C1)OC)NC(OC(C)(C)C)=O ((S)-tert-butyl 3-(3-bromophenyl)-1-((4-methoxyphenyl)(methyl)amino)-1-oxopropan-2-ylcarbamate), CC1(OB(OC1(C)C)C=C)C (4,4,5,5-tetramethyl-2-vinyl-1,3,2-dioxaborolane), C([O-])([O-])=O.[K+].[K+] (potassium carbonate). Reagents/catalysts: C=1C=CC(=CC1)[P](C=2C=CC=CC2)(C=3C=CC=CC3)[Pd]([P](C=4C=CC=CC4)(C=5C=CC=CC5)C=6C=CC=CC6)([P](C=7C=CC=CC7)(C=8C=CC=CC8)C=9C=CC=CC9)[P](C=1C=CC=CC1)(C=1C=CC=CC1)C=1C=CC=CC1 (tetrakis(triphenylphosphine)palladium(0)). The solvent is COCCOC (DME). Product: COC1=CC=C(C=C1)N(C([C@H](CC1=CC(=CC=C1)C=C)NC(OC(C)(C)C)=O)=O)C ((5)-tert-butyl 1-((4-methoxyphenyl)(methyl)amino)-1-oxo-3-(3-vinylphenyl)propan-2-ylcarbamate). Yield: 98.0%. RXN SMILES: Br[C:2]1[CH:3]=[C:4]([CH2:8][C@H:9]([NH:22][C:23](=[O:29])[O:24][C:25]([CH3:28])([CH3:27])[CH3:26])[C:10]([N:12]([C:14]2[CH:19]=[CH:18][C:17]([O:20][CH3:21])=[CH:16][CH:15]=2)[CH3:13])=[O:11])[CH:5]=[CH:6][CH:7]=1.[CH3:30][C:31]1(C)C(C)(C)OB(C=C)O1.C(=O)([O-])[O-].[K+].[K+]>COCCOC.C1C=CC([P]([Pd]([P](C2C=CC=CC=2)(C2C=CC=CC=2)C2C=CC=CC=2)([P](C2C=CC=CC=2)(C2C=CC=CC=2)C2C=CC=CC=2)[P](C2C=CC=CC=2)(C2C=CC=CC=2)C2C=CC=CC=2)(C2C=CC=CC=2)C2C=CC=CC=2)=CC=1>[CH3:21][O:20][C:17]1[CH:18]=[CH:19][C:14]([N:12]([CH3:13])[C:10](=[O:11])[C@@H:9]([NH:22][C:23](=[O:29])[O:24][C:25]([CH3:28])([CH3:27])[CH3:26])[CH2:8][C:4]2[CH:5]=[CH:6][CH:7]=[C:2]([CH:30]=[CH2:31])[CH:3]=2)=[CH:15][CH:16]=1 |f:2.3.4,^1:56,58,77,96|. Reported procedure: A suspension of (S)-tert-butyl 3-(3-bromophenyl)-1-((4-methoxyphenyl)(methyl)amino)-1-oxopropan-2-ylcarbamate (6.3 g, 13.6 mmol), 4,4,5,5-tetramethyl-2-vinyl-1,3,2-dioxaborolane (3.3 g, 20.4 mmol), potassium carbonate (54 ml, 0.4 M) and tetrakis(triphenylphosphine)palladium(0) (0.79 g, 0.68 mmol) in 50 ml of DME, was heated at reflux overnight. The suspension was cooled and filtered through celite. The filtrate was washed with brine and filtered through celite. The organic layer was dried over N...